This data is from the Open Reaction Database (ORD), a public repository of structured organic reaction records. The task is: describe an organic reaction: reactants, conditions, products, and yield Starting materials: [N+](=O)([O-])C1=C(C=O)C=CC(=C1)[N+](=O)[O-] (2,4-dinitrobenzaldehyde), C(C)C(C(=O)[O-])(C(=O)[O-])CC (diethylmalonate), C(O)([O-])=O.[K+] (potassium hydrogencarbonate), C(C)(=O)OC(C)=O (acetic anhydride). Solvent: O (water). Run at temperature 110 celsius, time 1 hour. The product is [N+](=O)([O-])C1=C(C=C(C(=O)OCC)C(=O)OCC)C=CC(=C1)[N+](=O)[O-] (Diethyl 2-(2,4-dinitrobenzylidene)malonate). Reaction SMILES: [N+:1]([C:4]1[CH:11]=[C:10]([N+:12]([O-:14])=[O:13])[CH:9]=[CH:8][C:5]=1[CH:6]=O)([O-:3])=[O:2].[CH2:15](C(CC)(C([O-])=O)C([O-])=O)[CH3:16].[C:26](=[O:29])([O-:28])O.[K+].[C:31]([O:34][C:35](=[O:37])[CH3:36])(=O)[CH3:32]>O>[N+:1]([C:4]1[CH:11]=[C:10]([N+:12]([O-:14])=[O:13])[CH:9]=[CH:8][C:5]=1[CH:6]=[C:36]([C:35]([O:34][CH2:31][CH3:32])=[O:37])[C:26]([O:28][CH2:15][CH3:16])=[O:29])([O-:3])=[O:2] |f:2.3|. Reported procedure: The mixture of 2,4-dinitrobenzaldehyde (25 g), diethylmalonate (20.3 g), potassium hydrogencarbonate (19.1 g), and acetic anhydride (50 ml) was stirred at 110° C. under nitrogen atmosphere for one hour. The reaction mixture was cooled, diluted with water, and extracted with ethyl acetate. The organic layer was washed with water and a saturated aqueous sodium chloride solution and then dried and concentrated. The residue was purified by alumina column chromatography (eluent: hexane/ethyl acetate=... Reactants: [O-]Cl.[Na+] (NaOCl), [O-]S(=O)[O-].[Na+].[Na+] (Na2SO3), C(C)(=O)NN1C(N(N=C(C1)C(C)O)C(=O)OC(C)(C)C)=O (tert-butyl 4-acetamido-6-(1-hydroxyethyl)-3-oxo-5H-1,2,4-triazine-2-carboxylate), C(=O)(O)[O-].[Na+] (NaHCO3), [Na+].[Br-] (NaBr), [O-]S(=O)[O-].[Na+].[Na+] (Na2SO3). The solvent is C(C)(=O)OCC (ethyl acetate), O (water). Conditions: temperature 0 celsius, time 30 minute. The product is C(C)(=O)NN1C(N(N=C(C1)C(C)=O)C(=O)OC(C)(C)C)=O (tert-butyl 4-acetamido-6-acetyl-3-oxo-5H-1,2,4-triazine-2-carboxylate). RXN SMILES: [C:1]([NH:4][N:5]1[CH2:10][C:9]([CH:11]([OH:13])[CH3:12])=[N:8][N:7]([C:14]([O:16][C:17]([CH3:20])([CH3:19])[CH3:18])=[O:15])[C:6]1=[O:21])(=[O:3])[CH3:2].C([O-])(O)=O.[Na+].[Na+].[Br-].[O-]Cl.[Na+].[O-]S([O-])=O.[Na+].[Na+]>C(OCC)(=O)C.O>[C:1]([NH:4][N:5]1[CH2:10][C:9]([C:11](=[O:13])[CH3:12])=[N:8][N:7]([C:14]([O:16][C:17]([CH3:20])([CH3:19])[CH3:18])=[O:15])[C:6]1=[O:21])(=[O:3])[CH3:2] |f:1.2,3.4,5.6,7.8.9|. Procedure: To a solution of tert-butyl 4-acetamido-6-(1-hydroxyethyl)-3-oxo-5H-1,2,4-triazine-2-carboxylate (601 mg, 1.50 mmol) in ethyl acetate (3.9 mL) was added a solution of NaHCO3 (378 mg, 4.50 mmol) and NaBr (170 mg, 1.65 mmol) in water (2.6 mL). After cooling of the biphasic mixture to 0° C., 2,2,6,6-Tetramethyl-piperidin-1-yl)oxyl (“TEMPO”) (12.0 mg, 0.0750 mmol) was added in one portion followed by dropwise addition of NaOCl (6 wt % in water, 2.79 mL, 2.25 mmol) to the vigorously stirred solution.... Reactants: COC(=O)C1CCC(c2ccc(C(=O)C(C)Br)cc2)CC1, [Na+], CN(C)C=O, [OH-], O. The product is COC(=O)C1CCC(c2ccc(C(=O)C(C)O)cc2)CC1. RXN SMILES: [Br:3][CH:4]([C:5](=[O:6])[c:7]1[cH:8][cH:9][c:10]([CH:13]2[CH2:14][CH2:15][CH:16]([C:19](=[O:20])[O:21][CH3:22])[CH2:17][CH2:18]2)[cH:11][cH:12]1)[CH3:23].[Na+:2].[O:25]=[CH:26][N:27]([CH3:28])[CH3:29].[OH-:1].[OH2:24]>>[OH:1][CH:4]([C:5](=[O:6])[c:7]1[cH:8][cH:9][c:10]([CH:13]2[CH2:14][CH2:15][CH:16]([C:19](=[O:20])[O:21][CH3:22])[CH2:17][CH2:18]2)[cH:11][cH:12]1)[CH3:23]. Reactants: COC(Cn1ncc2cc(-n3ccc(OCc4ccccc4)cc3=O)ccc21)OC, CO, O=C[O-], [NH4+]. Yields the product COC(Cn1ncc2cc(-n3ccc(O)cc3=O)ccc21)OC. RXN SMILES: [CH2:1]([c:2]1[cH:3][cH:4][cH:5][cH:6][cH:7]1)[O:8][c:9]1[cH:10][c:11](=[O:30])[n:12](-[c:15]2[cH:16][c:17]3[cH:18][n:19][n:20]([CH2:24][CH:25]([O:26][CH3:27])[O:28][CH3:29])[c:21]3[cH:22][cH:23]2)[cH:13][cH:14]1.[CH3:35][OH:36].[CH:31]([O-:32])=[O:33].[NH4+:34]>>[OH:8][c:9]1[cH:10][c:11](=[O:30])[n:12](-[c:15]2[cH:16][c:17]3[cH:18][n:19][n:20]([CH2:24][CH:25]([O:26][CH3:27])[O:28][CH3:29])[c:21]3[cH:22][cH:23]2)[cH:13][cH:14]1. Reactants: FC(C(C(C(C(C(C(C(F)(F)F)(F)F)(F)F)(F)F)(F)F)(F)F)(F)F)(C=1C=C(C=CC1)N)F (3-(perfluoro-n-octyl)benzenamine), [N+](=O)([O-])C1=C(C=CC(=C1)[N+](=O)[O-])F (2,4-dinitrofluorobenzene), CN1CCCC1=O (NMP). Run in C(C)N(CC)CC (triethylamine). Run at temperature 70 celsius. The product is FC(C(C(C(C(C(C(C(F)(F)F)(F)F)(F)F)(F)F)(F)F)(F)F)(F)F)(C=1C=C(C=CC1)NC1=C(C=C(C=C1)[N+](=O)[O-])[N+](=O)[O-])F (N-[3-(perfluorooctyl)phenyl]-2,4-dinitrobenzenamine). Isolated yield 83.2%. RXN SMILES: [F:1][C:2]([F:32])([C:25]1[CH:26]=[C:27]([NH2:31])[CH:28]=[CH:29][CH:30]=1)[C:3]([F:24])([F:23])[C:4]([F:22])([F:21])[C:5]([F:20])([F:19])[C:6]([F:18])([F:17])[C:7]([F:16])([F:15])[C:8]([F:14])([F:13])[C:9]([F:12])([F:11])[F:10].[N+:33]([C:36]1[CH:41]=[C:40]([N+:42]([O-:44])=[O:43])[CH:39]=[CH:38][C:37]=1F)([O-:35])=[O:34].CN1C(=O)CCC1>C(N(CC)CC)C>[F:1][C:2]([F:32])([C:25]1[CH:26]=[C:27]([NH:31][C:37]2[CH:38]=[CH:39][C:40]([N+:42]([O-:44])=[O:43])=[CH:41][C:36]=2[N+:33]([O-:35])=[O:34])[CH:28]=[CH:29][CH:30]=1)[C:3]([F:23])([F:24])[C:4]([F:21])([F:22])[C:5]([F:19])([F:20])[C:6]([F:17])([F:18])[C:7]([F:16])([F:15])[C:8]([F:14])([F:13])[C:9]([F:12])([F:11])[F:10]. Procedure: A mixture of 3-(perfluoro-n-octyl)benzenamine (2.04 g), 2,4-dinitrofluorobenzene (0.78 g), NMP (8 mL) and triethylamine (0.85 mL) was heated to 70° C. for 16 hr. Extraction and recrystallization from hexane-ethyl acetate gave N-[3-(perfluorooctyl)phenyl]-2,4-dinitrobenzenamine (2.25 g, mp 124.5-125° C.).